Task: describe an organic reaction: reactants, conditions, products, and yield. Dataset: the Open Reaction Database (ORD), a public repository of structured organic reaction records Starting materials: C(C1=CC=CC=C1)N1CC2COC(C1)C2=O ((rac)-3-benzyl-6-oxa-3-aza-bicyclo[3.2.1]octan-8-one), Cl.NO (hydroxylamine hydrochloride), N1=CC=CC=C1 (pyridine). The solvent is C(C)O (ethanol). Reaction conditions: temperature 100 celsius. The product is C(C1=CC=CC=C1)N1CC2COC(C1)C2=NO ((rac)-3-Benzyl-6-oxa-3-aza-bicyclo[3.2.1]octan-8-one oxime). Isolated yield 41.2%. As a reaction SMILES: [CH2:1]([N:8]1[CH2:14][CH:13]2[C:15](=O)[CH:10]([CH2:11][O:12]2)[CH2:9]1)[C:2]1[CH:7]=[CH:6][CH:5]=[CH:4][CH:3]=1.Cl.[NH2:18][OH:19].N1C=CC=CC=1>C(O)C>[CH2:1]([N:8]1[CH2:14][CH:13]2[C:15](=[N:18][OH:19])[CH:10]([CH2:11][O:12]2)[CH2:9]1)[C:2]1[CH:7]=[CH:6][CH:5]=[CH:4][CH:3]=1 |f:1.2|. Procedure: A mixture of (rac)-3-benzyl-6-oxa-3-aza-bicyclo[3.2.1]octan-8-one (500 mg, 2.30 mmol), hydroxylamine hydrochloride (224 mg, 3.22 mmol) and pyridine (0.32 mL) in ethanol (5 mL) was heated to 100° C. for 2 hours. The reaction mixture was concentrated under reduced pressure. 2.5 N Aqueous sodium hydroxide solution (10 mL) was added to the residue. The resulting solution was extracted with ethyl acetate (50 mL), washed with water and brine, dried over anhydrous sodium sulfate, filtered and concentra... The reagents and catalysts are [Pd] (palladium on carbon). Product: OC1=CC2=C(CN(CCO2)C(=O)OC(C)(C)C)C=C1 (1,1-Dimethylethyl 8-hydroxy-2,3-dihydro-1,4-benzoxazepine-4(5H)-carboxylate). Run in C1CCOC1 (THF), CCO (EtOH). Starting materials: C1(=CC=CC=C1)COC1=CC2=C(CN(CCO2)C(=O)OC(C)(C)C)C=C1 (1,1-Dimethylethyl 8-[(phenylmethyl)oxy]-2,3-dihydro-1,4-benzoxazepine-4(5H)-carboxylate). Reported procedure: 1,1-Dimethylethyl 8-[(phenylmethyl)oxy]-2,3-dihydro-1,4-benzoxazepine-4(5H)-carboxylate (Preparation 29) (7.35 g, 20.68 mmol) in a mixture of THF (40 ml) and EtOH (40 ml) was hydrogenated with 10% palladium on carbon (0.735 g, 6.91 mmol) for 18 hours then filtered and evaporated to give the title compound (5.49 g) as a white solid. MS (ES) C14H19NO4 requires 265; found 166 [M+H−100]+. Reaction SMILES: C1(C[O:8][C:9]2[CH:26]=[CH:25][C:12]3[CH2:13][N:14]([C:18]([O:20][C:21]([CH3:24])([CH3:23])[CH3:22])=[O:19])[CH2:15][CH2:16][O:17][C:11]=3[CH:10]=2)C=CC=CC=1>C1COCC1.CCO.[Pd]>[OH:8][C:9]1[CH:26]=[CH:25][C:12]2[CH2:13][N:14]([C:18]([O:20][C:21]([CH3:22])([CH3:23])[CH3:24])=[O:19])[CH2:15][CH2:16][O:17][C:11]=2[CH:10]=1. Isolated yield 100.1%. The reactants are C1CCOC1, C[Si](C)(C)[N-][Si](C)(C)C, CO, COc1ccc(CN(Cc2ccc(OC)cc2)c2nc(C)nc(-c3cc(Cl)cnc3F)n2)cc1, Cl, [Li+], COc1ccc(N)cn1. The product is COc1ccc(CN(Cc2ccc(OC)cc2)c2nc(C)nc(-c3cc(Cl)cnc3Nc3ccc(OC)nc3)n2)cc1. As a reaction SMILES: [CH2:55]1[O:56][CH2:57][CH2:58][CH2:59]1.[CH3:2][Si:3]([N-:4][Si:5]([CH3:6])([CH3:7])[CH3:8])([CH3:9])[CH3:10].[CH3:60][OH:61].[Cl:20][c:21]1[cH:22][c:23](-[c:28]2[n:29][c:30]([N:35]([CH2:36][c:37]3[cH:38][cH:39][c:40]([O:43][CH3:44])[cH:41][cH:42]3)[CH2:45][c:46]3[cH:47][cH:48][c:49]([O:52][CH3:53])[cH:50][cH:51]3)[n:31][c:32]([CH3:34])[n:33]2)[c:24]([F:27])[n:25][cH:26]1.[ClH:54].[Li+:1].[NH2:11][c:12]1[cH:13][cH:14][c:15]([O:18][CH3:19])[n:16][cH:17]1>>[NH:11]([c:12]1[cH:13][cH:14][c:15]([O:18][CH3:19])[n:16][cH:17]1)[c:24]1[c:23](-[c:28]2[n:29][c:30]([N:35]([CH2:36][c:37]3[cH:38][cH:39][c:40]([O:43][CH3:44])[cH:41][cH:42]3)[CH2:45][c:46]3[cH:47][cH:48][c:49]([O:52][CH3:53])[cH:50][cH:51]3)[n:31][c:32]([CH3:34])[n:33]2)[cH:22][c:21]([Cl:20])[cH:26][n:25]1. The reactants are CCOCC (Et2O), BrC=1C=C2C(C3(CC2=CC1)CCC(CC3)OC)=NS(=O)C(C)(C)C (N-(5′-Bromo-4-methoxyspiro[cyclohexane-1,2′-indene]-3′(1′H)-ylidene)-2-methylpropane-2-sulfinamide), Cl (HCl). As a reaction SMILES: [Br:1][C:2]1[CH:3]=[C:4]2[C:8](=[CH:9][CH:10]=1)[CH2:7][C:6]1([CH2:15][CH2:14][CH:13]([O:16][CH3:17])[CH2:12][CH2:11]1)[C:5]2=[N:18]S(C(C)(C)C)=O.Cl.CCOCC>O1CCOCC1>[Br:1][C:2]1[CH:3]=[C:4]2[C:8]([CH2:7][C:6]3([CH2:15][CH2:14][CH:13]([O:16][CH3:17])[CH2:12][CH2:11]3)[C:5]2=[NH:18])=[CH:9][CH:10]=1. Procedure: To a solution of N-(5′-bromo-4-methoxyspiro[cyclohexane-1,2′-indene]-3′(1′H)-ylidene)-2-methylpropane-2-sulfinamide (Example 19 Step 1, mixture of isomers, 2 g, 4.85 mmol) in anhydrous 1,4-dioxane (25 mL) was added 4M HCl in 1,4-dioxane (12.12 mL, 48.50 mmol). A white precipitate was formed immediately and the resulting cloudy mixture was stirred under a nitrogen atmosphere at r.t. for 90 min. Et2O (30 mL) was added and the solid was filtered off and washed with Et2O. The solid was partitioned b... Yields the product BrC1=CC=C2CC3(C(C2=C1)=N)CCC(CC3)OC (6′-Bromo-4-methoxyspiro[cyclohexane-1,2′-inden]-1′(3′H)-imine). Conditions: time 90 minute. Run in O1CCOCC1 (1,4-dioxane), O1CCOCC1 (1,4-dioxane). Starting materials: NC1=NC2=C(C=3C=C(C=NC13)CCC1=C(C=C(C(=O)Cl)C=C1)C)C=CC(=C2)C (4-(2-(5-amino-8-methylbenzo[f][1,7]naphthyridin-2-yl)ethyl)-3-methylbenzoyl chloride), CNC (dimethylamine). Yields the product NC1=NC2=C(C=3C=C(C=NC13)CCC1=C(C=C(C(=O)N(C)C)C=C1)C)C=CC(=C2)C (4-(2-(5-Amino-8-methylbenzo[f][1,7]naphthyridin-2-yl)ethyl)-N,N,3-trimethylbenzamide). Reaction SMILES: [NH2:1][C:2]1[C:11]2[N:10]=[CH:9][C:8]([CH2:12][CH2:13][C:14]3[CH:22]=[CH:21][C:17]([C:18](Cl)=[O:19])=[CH:16][C:15]=3[CH3:23])=[CH:7][C:6]=2[C:5]2[CH:24]=[CH:25][C:26]([CH3:28])=[CH:27][C:4]=2[N:3]=1.[CH3:29][NH:30][CH3:31]>>[NH2:1][C:2]1[C:11]2[N:10]=[CH:9][C:8]([CH2:12][CH2:13][C:14]3[CH:22]=[CH:21][C:17]([C:18]([N:30]([CH3:31])[CH3:29])=[O:19])=[CH:16][C:15]=3[CH3:23])=[CH:7][C:6]=2[C:5]2[CH:24]=[CH:25][C:26]([CH3:28])=[CH:27][C:4]=2[N:3]=1. Procedure: 4-(2-(5-Amino-8-methylbenzo[f][1,7]naphthyridin-2-yl)ethyl)-N,N,3-trimethylbenzamide was prepared from 4-(2-(5-amino-8-methylbenzo[f][1,7]naphthyridin-2-yl)ethyl)-3-methylbenzoyl chloride (Example 116/Step 2) and dimethylamine following the procedures described for Example 117. 1H NMR (CDCl3): δ 8.68 (s, 1H), 8.32 (s, 1H), 8.04 (d, 1H), 7.66 (s, 1H), 7.31 (d, 1H), 7.06-7.18 (m, 3H), 3.08-3.19 (m, 4H), 2.96 (d, 3H), 2.54 (s, 3H), 2.33 (s, 3H), 2.05 (s, 3H). LRMS [M+H]=399.2 Reaction SMILES: [C:24](=[O:25])([O-:26])[O-:27].[CH3:30][OH:31].[Cl:1][c:2]1[c:3]([NH:17][C:18](=[O:19])[C:20]([F:21])([F:22])[F:23])[cH:4][cH:5][c:6]([N:8]([CH3:9])[CH2:10][c:11]2[s:12][c:13]([Cl:16])[cH:14][cH:15]2)[cH:7]1.[K+:28].[K+:29].[OH2:32]>>[Cl:1][c:2]1[c:3]([NH2:17])[cH:4][cH:5][c:6]([N:8]([CH3:9])[CH2:10][c:11]2[s:12][c:13]([Cl:16])[cH:14][cH:15]2)[cH:7]1. Yields the product CN(Cc1ccc(Cl)s1)c1ccc(N)c(Cl)c1. Starting materials: O=C([O-])[O-], CO, CN(Cc1ccc(Cl)s1)c1ccc(NC(=O)C(F)(F)F)c(Cl)c1, [K+], [K+], O.